This data is from the Open Reaction Database (ORD), a public repository of structured organic reaction records. The task is: describe an organic reaction: reactants, conditions, products, and yield Reactants: O=C([O-])O, CC[SiH](CC)CC, ClCCl, [Na+], O=S(=O)(O)C(F)(F)F, Cc1cc(C)c(C(=O)CCC(=O)O)c(O)c1. The product is Cc1cc(C)c(CCCC(=O)O)c(O)c1. As a reaction SMILES: [C:32](=[O:33])([O-:34])[OH:35].[CH2:25]([SiH:26]([CH2:27][CH3:28])[CH2:29][CH3:30])[CH3:31].[Cl:37][CH2:38][Cl:39].[Na+:36].[OH:1][S:2]([C:3]([F:4])([F:5])[F:6])(=[O:7])=[O:8].[OH:9][c:10]1[c:11]([C:12](=[O:13])[CH2:14][CH2:15][C:16](=[O:17])[OH:18])[c:19]([CH3:24])[cH:20][c:21]([CH3:23])[cH:22]1>>[OH:9][c:10]1[c:11]([CH2:12][CH2:14][CH2:15][C:16](=[O:17])[OH:18])[c:19]([CH3:24])[cH:20][c:21]([CH3:23])[cH:22]1. The reactants are CNS(=O)(=O)c1ccc(-c2ncnc3ccc(-c4cn(C(c5ccccc5)(c5ccccc5)c5ccccc5)nc4-c4ccc(F)cc4)cc23)s1, CN(C)C=O, ClCCCl, [H-], [Na+], O. Product: CN(CCCl)S(=O)(=O)c1ccc(-c2ncnc3ccc(-c4cn(C(c5ccccc5)(c5ccccc5)c5ccccc5)nc4-c4ccc(F)cc4)cc23)s1. Reaction SMILES: [CH3:1][NH:2][S:3](=[O:4])(=[O:5])[c:6]1[s:7][c:8](-[c:11]2[n:12][cH:13][n:14][c:15]3[cH:16][cH:17][c:18](-[c:21]4[c:22](-[c:45]5[cH:46][cH:47][c:48]([F:51])[cH:49][cH:50]5)[n:23][n:24]([C:26]([c:27]5[cH:28][cH:29][cH:30][cH:31][cH:32]5)([c:33]5[cH:34][cH:35][cH:36][cH:37][cH:38]5)[c:39]5[cH:40][cH:41][cH:42][cH:43][cH:44]5)[cH:25]4)[cH:19][c:20]23)[cH:9][cH:10]1.[CH3:59][N:60]([CH3:61])[CH:62]=[O:63].[Cl:54][CH2:55][CH2:56][Cl:57].[H-:52].[Na+:53].[OH2:58]>>[CH3:1][N:2]([S:3](=[O:4])(=[O:5])[c:6]1[s:7][c:8](-[c:11]2[n:12][cH:13][n:14][c:15]3[cH:16][cH:17][c:18](-[c:21]4[c:22](-[c:45]5[cH:46][cH:47][c:48]([F:51])[cH:49][cH:50]5)[n:23][n:24]([C:26]([c:27]5[cH:28][cH:29][cH:30][cH:31][cH:32]5)([c:33]5[cH:34][cH:35][cH:36][cH:37][cH:38]5)[c:39]5[cH:40][cH:41][cH:42][cH:43][cH:44]5)[cH:25]4)[cH:19][c:20]23)[cH:9][cH:10]1)[CH2:56][CH2:55][Cl:54]. The reactants are CNS(=O)(=O)c1ccc(CNC(=O)c2cc(Br)cc3c2cnn3-c2ccc(F)cc2)cc1, CB(O)O, [Na+], [Na+], O=C([O-])[O-], CN(C)C=O, c1ccc(P(c2ccccc2)(c2ccccc2)[Pd](P(c2ccccc2)(c2ccccc2)c2ccccc2)(P(c2ccccc2)(c2ccccc2)c2ccccc2)P(c2ccccc2)(c2ccccc2)c2ccccc2)cc1. The product is CNS(=O)(=O)c1ccc(CNC(=O)c2cc(C)cc3c2cnn3-c2ccc(F)cc2)cc1. Reaction SMILES: [CH3:1][NH:2][S:3](=[O:4])(=[O:5])[c:6]1[cH:7][cH:8][c:9]([CH2:10][NH:11][C:12](=[O:13])[c:14]2[c:15]3[cH:16][n:17][n:18](-[c:24]4[cH:25][cH:26][c:27]([F:30])[cH:28][cH:29]4)[c:19]3[cH:20][c:21]([Br:23])[cH:22]2)[cH:31][cH:32]1.[CH3:33][B:34]([OH:35])[OH:36].[Na+:37].[Na+:38].[O-:39][C:40](=[O:41])[O-:42].[O:120]=[CH:121][N:122]([CH3:123])[CH3:124].[cH:43]1[cH:44][cH:45][c:46]([P:47]([Pd:48]([P:49]([c:50]2[cH:51][cH:52][cH:53][cH:54][cH:55]2)([c:56]2[cH:57][cH:58][cH:59][cH:60][cH:61]2)[c:62]2[cH:63][cH:64][cH:65][cH:66][cH:67]2)([P:68]([c:69]2[cH:70][cH:71][cH:72][cH:73][cH:74]2)([c:75]2[cH:76][cH:77][cH:78][cH:79][cH:80]2)[c:81]2[cH:82][cH:83][cH:84][cH:85][cH:86]2)[P:87]([c:88]2[cH:89][cH:90][cH:91][cH:92][cH:93]2)([c:94]2[cH:95][cH:96][cH:97][cH:98][cH:99]2)[c:100]2[cH:101][cH:102][cH:103][cH:104][cH:105]2)([c:106]2[cH:107][cH:108][cH:109][cH:110][cH:111]2)[c:112]2[cH:113][cH:114][cH:115][cH:116][cH:117]2)[cH:118][cH:119]1>>[CH3:1][NH:2][S:3](=[O:4])(=[O:5])[c:6]1[cH:7][cH:8][c:9]([CH2:10][NH:11][C:12](=[O:13])[c:14]2[c:15]3[cH:16][n:17][n:18](-[c:24]4[cH:25][cH:26][c:27]([F:30])[cH:28][cH:29]4)[c:19]3[cH:20][c:21]([CH3:33])[cH:22]2)[cH:31][cH:32]1. Starting materials: CCOc1cc(C(C)(C)C)ncc1C1=NC(C)(c2ccc(Cl)cc2)C(C)(c2ccc(Cl)cc2)N1C(=O)N1CCC(O)CC1, C=CC(N)=O. Product: CCOc1cc(C(C)(C)C)ncc1C1=NC(C)(c2ccc(Cl)cc2)C(C)(c2ccc(Cl)cc2)N1C(=O)N1CCC(OCCC(N)=O)CC1. RXN SMILES: [C:1]([CH3:2])([CH3:3])([CH3:4])[c:5]1[cH:6][c:7]([O:41][CH2:42][CH3:43])[c:8]([C:11]2=[N:15][C:14]([CH3:16])([c:17]3[cH:18][cH:19][c:20]([Cl:23])[cH:21][cH:22]3)[C:13]([CH3:24])([c:25]3[cH:26][cH:27][c:28]([Cl:31])[cH:29][cH:30]3)[N:12]2[C:32](=[O:33])[N:34]2[CH2:35][CH2:36][CH:37]([OH:40])[CH2:38][CH2:39]2)[cH:9][n:10]1.[NH2:44][C:45](=[O:46])[CH:47]=[CH2:48]>>[C:1]([CH3:2])([CH3:3])([CH3:4])[c:5]1[cH:6][c:7]([O:41][CH2:42][CH3:43])[c:8]([C:11]2=[N:15][C:14]([CH3:16])([c:17]3[cH:18][cH:19][c:20]([Cl:23])[cH:21][cH:22]3)[C:13]([CH3:24])([c:25]3[cH:26][cH:27][c:28]([Cl:31])[cH:29][cH:30]3)[N:12]2[C:32](=[O:33])[N:34]2[CH2:35][CH2:36][CH:37]([O:40][CH2:48][CH2:47][C:45]([NH2:44])=[O:46])[CH2:38][CH2:39]2)[cH:9][n:10]1. As a reaction SMILES: [S:1]1[CH:5]=[CH:4][CH:3]=[C:2]1[C:6]1[S:10][C:9]([C:11](OCC)=[O:12])=[N:8][CH:7]=1.[BH4-].[Na+]>>[S:1]1[CH:5]=[CH:4][CH:3]=[C:2]1[C:6]1[S:10][C:9]([CH2:11][OH:12])=[N:8][CH:7]=1 |f:1.2|. Yield: 74.0%. Product: S1C(=CC=C1)C1=CN=C(S1)CO (5-(2-thienyl)-2-thiazolylmethanol). Starting materials: S1C(=CC=C1)C1=CN=C(S1)C(=O)OCC (ethyl 5-(2-thienyl)-2-thiazolecarboxylate), [BH4-].[Na+] (sodium borohydride). Reported procedure: In substantially the same manner as in Reference Example 111, ethyl 5-(2-thienyl)-2-thiazolecarboxylate was subjected to reduction with sodium borohydride to obtain 5-(2-thienyl)-2-thiazolylmethanol. The yield was 74%. Recrystallization from ethyl acetate-hexane gave pale yellow prisms, mp 67-68° C. Reactants: CC1(C)Cc2cccc(S(=O)(=O)Cl)c2O1, [NH4+], C1CCOC1, [OH-]. Yields the product CC1(C)Cc2cccc(S(N)(=O)=O)c2O1. As a reaction SMILES: [CH3:1][C:2]1([CH3:15])[O:3][c:4]2[c:5]([cH:7][cH:8][cH:9][c:10]2[S:11](=[O:12])(=[O:13])[Cl:14])[CH2:6]1.[NH4+:16].[O:18]1[CH2:19][CH2:20][CH2:21][CH2:22]1.[OH-:17]>>[CH3:1][C:2]1([CH3:15])[O:3][c:4]2[c:5]([cH:7][cH:8][cH:9][c:10]2[S:11](=[O:12])(=[O:13])[NH2:16])[CH2:6]1.